describe an organic reaction: reactants, conditions, products, and yield From a dataset of the Open Reaction Database (ORD), a public repository of structured organic reaction records. Reactants: C(C)(=O)O (acetic acid), C(C)(=O)[O-].[Na+] (sodium acetate), ClC=1C=CC(=C(C1)C1C(CCCC1)=O)[N+](=O)[O-] (2-(5-chloro-2-nitrophenyl)cyclo-hexanone). Reagents/catalysts: [Fe] (iron), [Fe].C(C)(=O)O (Fe acetic acid). Run in C(C)O.O (ethanol water). The product is ClC=1C=C2C=3CCCCC3NC2=CC1 (6-Chloro-1,2,3,4-tetrahydrocarbazole). Isolated yield 19.7%. RXN SMILES: C(O)(=O)C.C([O-])(=O)C.[Na+].[Cl:10][C:11]1[CH:12]=[CH:13][C:14]([N+:24]([O-])=O)=[C:15]([CH:17]2[CH2:22][CH2:21][CH2:20][CH2:19][C:18]2=O)[CH:16]=1>C(O)C.O.[Fe].C(O)(=O)C.[Fe]>[Cl:10][C:11]1[CH:16]=[C:15]2[C:14](=[CH:13][CH:12]=1)[NH:24][C:18]1[CH2:19][CH2:20][CH2:21][CH2:22][C:17]2=1 |f:1.2,4.5,6.7|. Reported procedure: The reduction can also be carried out using Fe/acetic acid. A mixture of 0.784 g of iron, 1.62 mL of glacial acetic acid, 0.544 g of sodium acetate, and 1 g of 2-(5-chloro-2-nitrophenyl)cyclo-hexanone was refluxed in 80 mL of 4:1 (v/v) ethanol/water for 2 hr. The mixture was cooled, ethanol was evaporated, and the residue was extracted into methylene chloride. Work-up followed by column chromatography on silica yielded 0.160 g (20%) of the named product. Reported procedure: (S)-2-({(3S,8S)-3-[4-(3,4-Dichloro-benzyloxy)-phenyl]-2,3,6,7,8,9-hexahydro-[1,4]dioxino[2,3-g]isoquinoline-8-carbonyl}-amino)-3-[4-(2,3-dimethyl-pyridin-4-yloxy)-phenyl]-propionic acid methyl ester (30 mg) was reacted with Isocyanato-cyclobutane according to General Procedure AD and I to give (S)-2-({(3S,8S)-7-cyclobutylcarbamoyl-3-[4-(3,4-dichloro-benzyloxy)-phenyl]-2,3,6,7,8,9-hexahydro-[1,4]dioxino[2,3-g]isoquinoline-8-carbonyl}-amino)-3-[4-(2,3-dimethyl-pyridin-4-yloxy)-phenyl]-propionic ac... The product is COC([C@H](CC1=CC=C(C=C1)OC1=C(C(=NC=C1)C)C)NC(=O)[C@H]1N(CC=2C=C3C(=CC2C1)OC[C@@H](O3)C3=CC=C(C=C3)OCC3=CC(=C(C=C3)Cl)Cl)C(NC3CCC3)=O)=O ((S)-2-({(3S,8S)-7-cyclobutylcarbamoyl-3-[4-(3,4-dichloro-benzyloxy)-phenyl]-2,3,6,7,8,9-hexahydro-[1,4]dioxino[2,3-g]isoquinoline-8-carbonyl}-amino)-3-[4-(2,3-dimethyl-pyridin-4-yloxy)-phenyl]-propionic acid methyl ester). Reactants: COC([C@H](CC1=CC=C(C=C1)OC1=C(C(=NC=C1)C)C)NC(=O)[C@H]1NCC=2C=C3C(=CC2C1)OC[C@@H](O3)C3=CC=C(C=C3)OCC3=CC(=C(C=C3)Cl)Cl)=O ((S)-2-({(3S,8S)-3-[4-(3,4-Dichloro-benzyloxy)-phenyl]-2,3,6,7,8,9-hexahydro-[1,4]dioxino[2,3-g]isoquinoline-8-carbonyl}-amino)-3-[4-(2,3-dimethyl-pyridin-4-yloxy)-phenyl]-propionic acid methyl ester), N(=C=O)C1CCC1 (Isocyanato-cyclobutane). RXN SMILES: [CH3:1][O:2][C:3](=[O:54])[C@@H:4]([NH:21][C:22]([C@@H:24]1[CH2:33][C:32]2[CH:31]=[C:30]3[O:34][CH2:35][C@H:36]([C:38]4[CH:43]=[CH:42][C:41]([O:44][CH2:45][C:46]5[CH:51]=[CH:50][C:49]([Cl:52])=[C:48]([Cl:53])[CH:47]=5)=[CH:40][CH:39]=4)[O:37][C:29]3=[CH:28][C:27]=2[CH2:26][NH:25]1)=[O:23])[CH2:5][C:6]1[CH:11]=[CH:10][C:9]([O:12][C:13]2[CH:18]=[CH:17][N:16]=[C:15]([CH3:19])[C:14]=2[CH3:20])=[CH:8][CH:7]=1.[N:55]([CH:58]1[CH2:61][CH2:60][CH2:59]1)=[C:56]=[O:57]>>[CH3:1][O:2][C:3](=[O:54])[C@@H:4]([NH:21][C:22]([C@@H:24]1[CH2:33][C:32]2[CH:31]=[C:30]3[O:34][CH2:35][C@H:36]([C:38]4[CH:43]=[CH:42][C:41]([O:44][CH2:45][C:46]5[CH:51]=[CH:50][C:49]([Cl:52])=[C:48]([Cl:53])[CH:47]=5)=[CH:40][CH:39]=4)[O:37][C:29]3=[CH:28][C:27]=2[CH2:26][N:25]1[C:56](=[O:57])[NH:55][CH:58]1[CH2:61][CH2:60][CH2:59]1)=[O:23])[CH2:5][C:6]1[CH:7]=[CH:8][C:9]([O:12][C:13]2[CH:18]=[CH:17][N:16]=[C:15]([CH3:19])[C:14]=2[CH3:20])=[CH:10][CH:11]=1. The reactants are ClC1=CC=C(C=C1)C1(CCC1)C(C(C)=O)N(C)C (1-[1-(4-chlorophenyl)cyclobutyl]-1-dimethylaminopropan-2-one), [BH4-].[Na+] (sodium borohydride), hydrochloride salt, Cl (hydrochloric acid), S(O)(O)(=O)=O (Sulphuric acid). Solvent: C(C)O (ethanol), C(C)O (ethanol), CC(C)O (propan-2-ol). Run at time 4 hour. Product: Cl.ClC1=CC=C(C=C1)C1(CCC1)C(C(C)O)N(C)C (1-[1-(4-chlorophenyl)cyclobutyl]-1-dimethylaminopropan-2-ol hydrochloride). Reaction SMILES: [Cl:1][C:2]1[CH:7]=[CH:6][C:5]([C:8]2([CH:12]([N:16]([CH3:18])[CH3:17])[C:13](=[O:15])[CH3:14])[CH2:11][CH2:10][CH2:9]2)=[CH:4][CH:3]=1.[BH4-].[Na+].S(=O)(=O)(O)O.Cl>C(O)C.CC(O)C>[ClH:1].[Cl:1][C:2]1[CH:3]=[CH:4][C:5]([C:8]2([CH:12]([N:16]([CH3:17])[CH3:18])[CH:13]([OH:15])[CH3:14])[CH2:9][CH2:10][CH2:11]2)=[CH:6][CH:7]=1 |f:1.2,7.8|. Procedure details: A solution of 1-[1-(4-chlorophenyl)cyclobutyl]-1-dimethylaminopropan-2-one (1.9 g prepared as described in Example 47) in ethanol (10 ml) was added dropwise to a suspension of sodium borohydride (0.4 g) in ethanol (20 ml) and the mixture was stirred for 4 hours at ambient temperature. 5N Sulphuric acid (10 ml) was added and then the acidified mixture was basified. The resulting mixture was extracted with ether and the ether extracts were washed with water and dried. Removal of the solvent gave a... Reactants: N(=[N+]=[N-])C1=CC=C(C=C1)NC(=O)C=1C=NC(=CC1NC1=CC=C(C=C1)Cl)NC(NCC)=O (N-(4-azidophenyl)-4-[(4-chlorophenyl)amino]-6-[(ethylcarbamoyl)amino]pyridine-3-carboxamide), C(C#C)(=O)OCC (ethyl prop-2-ynoate), cuprous iodide. The solvent is CN(C)C=O (DMF). Conditions: time 2 hour. The product is ClC1=CC=C(C=C1)NC1=C(C=NC(=C1)NC(NCC)=O)C(=O)NC1=CC=C(C=C1)N1N=NC(=C1)C(=O)OCC (Ethyl 1-{4-[({4-[(4-chlorophenyl)amino]-6-[(ethylcarbamoyl)amino]pyridin-3-yl}carbonyl)amino]phenyl}-1H-1,2,3-triazole-4-carboxylate). The yield is 8.3%. RXN SMILES: [N:1]([C:4]1[CH:9]=[CH:8][C:7]([NH:10][C:11]([C:13]2[CH:14]=[N:15][C:16]([NH:27][C:28](=[O:32])[NH:29][CH2:30][CH3:31])=[CH:17][C:18]=2[NH:19][C:20]2[CH:25]=[CH:24][C:23]([Cl:26])=[CH:22][CH:21]=2)=[O:12])=[CH:6][CH:5]=1)=[N+:2]=[N-:3].[C:33]([O:37][CH2:38][CH3:39])(=[O:36])[C:34]#[CH:35]>CN(C=O)C>[Cl:26][C:23]1[CH:24]=[CH:25][C:20]([NH:19][C:18]2[CH:17]=[C:16]([NH:27][C:28](=[O:32])[NH:29][CH2:30][CH3:31])[N:15]=[CH:14][C:13]=2[C:11]([NH:10][C:7]2[CH:6]=[CH:5][C:4]([N:1]3[CH:35]=[C:34]([C:33]([O:37][CH2:38][CH3:39])=[O:36])[N:3]=[N:2]3)=[CH:9][CH:8]=2)=[O:12])=[CH:21][CH:22]=1. Procedure: To a solution of Compound 132 (50 mg, 0.11 mmol) in DMF (1.8 mL) was added ethyl prop-2-ynoate (21 mg, 0.2218 mmol), followed by ethyl-diiopropylamine (0.023 mL, 0.13 mmol) and cuprous iodide (3.8 mg, 0.020 mmol) at 0° C. The ice bath was removed and the mixture stirred at RT for 2 hours. Water was added and the mixture extracted with EtOAc (4 times). The organic fractions were combined and concentrated in vacuo to give a residue that was purified by medium pressure chromatography (C18 column), ...